Dataset: the Open Reaction Database (ORD), a public repository of structured organic reaction records. Task: describe an organic reaction: reactants, conditions, products, and yield Starting materials: C(C)N(C(CC(CC(O)C1=CC=CC=C1)=O)=O)CC (N,N-diethyl-5-phenyl-5-hydroxy-3-oxopentanamide), C(#N)[BH3-].[Na+] (sodium cyanoborohydride). The reagents and catalysts are CC([O-])C.CC([O-])C.CC([O-])C.[Cl-].[Ti+4] (titanium chloride triisopropoxide). Product: C(C)N(C(CC(CC(O)C1=CC=CC=C1)O)=O)CC (N,N-diethyl-5-phenyl-3,5-dihydroxypentanamide). Yield: 70.2%. Reaction SMILES: [CH2:1]([N:3]([CH2:18][CH3:19])[C:4](=[O:17])[CH2:5][C:6](=[O:16])[CH2:7][CH:8]([C:10]1[CH:15]=[CH:14][CH:13]=[CH:12][CH:11]=1)[OH:9])[CH3:2].C([BH3-])#N.[Na+]>CC(C)[O-].CC(C)[O-].CC(C)[O-].[Cl-].[Ti+4]>[CH2:18]([N:3]([CH2:1][CH3:2])[C:4](=[O:17])[CH2:5][CH:6]([OH:16])[CH2:7][CH:8]([C:10]1[CH:11]=[CH:12][CH:13]=[CH:14][CH:15]=1)[OH:9])[CH3:19] |f:1.2,3.4.5.6.7|. Procedure: By carrying out the reaction as in Example 9 but starting from 1.02 g of N,N-diethyl-5-phenyl-5-hydroxy-3-oxopentanamide (3.92 mmol), 1.05 cm3 of titanium chloride triisopropoxide (4.18 mmol) and from 283.9 mg of sodium cyanoborohydride (4.28 mmol), there is obtained, with a yield of 70.2%, 730 mg of N,N-diethyl-5-phenyl-3,5-dihydroxypentanamide for which the syn/anti ratio is equal to 80/20. The reactants are sodium aryloxides, sodium alkoxides, pyridine-substituted pyridyl diazaspiroalkanes, BrC=1C=NC=C(C1)Br (3,5-dibromopyridine), BrC=1C=NC=C(C1)Br (3,5-dibromopyridine), COC1=CC=C([O-])C=C1.[Na+] (sodium 4-methoxyphenoxide), 5-alkoxy-3-bromo- and 5-aryloxy-3-bromopyridines, COC1=CC=C(OC=2C=C(C=NC2)N2CC3(CCCN3)CC2)C=C1 (7-(5-(4-methoxyphenoxy)-3-pyridyl)-1,7-diazaspiro[4.4]nonane). Solvent: CN(C=O)C (N,N-dimethylformamide). Product: BrC=1C=NC=C(C1)OC1=CC=C(C=C1)OC (3-bromo-5-(4-methoxyphenoxy)pyridine). As a reaction SMILES: Br[C:2]1[CH:3]=[N:4][CH:5]=[C:6]([Br:8])[CH:7]=1.[CH3:9][O:10][C:11]1[CH:32]=[CH:31][C:14]([O:15]C2C=C(N3CCC4(NCCC4)C3)C=NC=2)=[CH:13][CH:12]=1.COC1C=CC([O-])=CC=1.[Na+]>CN(C)C=O>[Br:8][C:6]1[CH:5]=[N:4][CH:3]=[C:2]([O:15][C:14]2[CH:31]=[CH:32][C:11]([O:10][CH3:9])=[CH:12][CH:13]=2)[CH:7]=1 |f:2.3|. Procedure: In an alternative approach to the synthesis of pyridine-substituted pyridyl diazaspiroalkanes, 3,5-dibromopyridine can be converted into the corresponding 5-alkoxy-3-bromo- and 5-aryloxy-3-bromopyridines by the action of sodium alkoxides or sodium aryloxides. Procedures such as those described by Comins et al., J. Org. Chem. 55: 69 (1990) and Hertog et al., Recueil Trav. Chim. Pays-Bas 74: 1171 (1955) are used. This is exemplified by the preparation 7-(5-(4-methoxyphenoxy)-3-pyridyl)-1,7-diazasp... The reactants are CCO, CC[O-], CC(C)(C)c1cc(S)cc(C(C)(C)C)c1, C1CCC2OC2C1, [Na+], O. RXN SMILES: [CH2:28]([OH:29])[CH3:30].[CH3:17][CH2:18][O-:19].[CH3:1][C:2]([CH3:3])([CH3:4])[c:5]1[cH:6][c:7]([SH:15])[cH:8][c:9]([C:11]([CH3:12])([CH3:13])[CH3:14])[cH:10]1.[CH:20]12[CH:21]([CH2:22][CH2:23][CH2:24][CH2:25]1)[O:26]2.[Na+:16].[OH2:27]>>[CH3:1][C:2]([CH3:3])([CH3:4])[c:5]1[cH:6][c:7]([S:15][CH:20]2[CH:21]([OH:26])[CH2:22][CH2:23][CH2:24][CH2:25]2)[cH:8][c:9]([C:11]([CH3:12])([CH3:13])[CH3:14])[cH:10]1. Yields the product CC(C)(C)c1cc(SC2CCCCC2O)cc(C(C)(C)C)c1. The reactants are C(=O)(O)C=1C=C(C=CC1)B(O)O (3-carboxy-phenyl-boronic acid), ClC1=CC(=NC(=N1)SC)NCCC1=CC(=C(C=C1)OC)OC ((6-chloro-2-methylsulfanyl-pyrimidin-4-yl)-[2-(3,4-dimethoxy-phenyl)-ethyl]-amine). Yields the product COC=1C=C(C=CC1OC)CCNC1=CC(=NC(=N1)SC)C=1C=C(C(=O)O)C=CC1 (3-{6-[2-(3,4-Dimethoxy-phenyl)-ethylamino]-2-methylsulfanyl-pyrimidin-4-yl}-benzoic acid). RXN SMILES: [C:1]([C:4]1[CH:5]=[C:6](B(O)O)[CH:7]=[CH:8][CH:9]=1)([OH:3])=[O:2].Cl[C:14]1[N:19]=[C:18]([S:20][CH3:21])[N:17]=[C:16]([NH:22][CH2:23][CH2:24][C:25]2[CH:30]=[CH:29][C:28]([O:31][CH3:32])=[C:27]([O:33][CH3:34])[CH:26]=2)[CH:15]=1>>[CH3:34][O:33][C:27]1[CH:26]=[C:25]([CH2:24][CH2:23][NH:22][C:16]2[N:17]=[C:18]([S:20][CH3:21])[N:19]=[C:14]([C:6]3[CH:5]=[C:4]([CH:9]=[CH:8][CH:7]=3)[C:1]([OH:3])=[O:2])[CH:15]=2)[CH:30]=[CH:29][C:28]=1[O:31][CH3:32]. Procedure: By proceeding in a similar manner to Example 16(a) above but using commercially available 3-carboxy-phenyl-boronic acid, and (6-chloro-2-methylsulfanyl-pyrimidin-4-yl)-[2-(3,4-dimethoxy-phenyl)-ethyl]-amine (0.57 g) in Step 2, and extracting the reaction mixture (adjusted to pH 2) with EtOAc followed by evaporation of the organic extract, there is prepared 3-{6-[2-(3,4-dimethoxy-phenyl)-ethylamino]-2-methylsulfanyl-pyrimidin-4-yl}-benzoic acid [0.48 g, Example 16(b)]. LCMS: RT=2.75 minutes, MS: ... The reactants are S(O)(O)(=O)=O (sulfuric acid), N (ammonia). The product is S(O)(O)(=O)=O (sulfuric acid), N (ammonia), S(=O)(=O)([O-])[O-].[NH4+].[NH4+] (ammonium sulfate). As a reaction SMILES: [NH3:1].[S:2](=[O:6])(=[O:5])([OH:4])[OH:3]>>[S:2](=[O:4])(=[O:3])([OH:6])[OH:5].[NH3:1].[S:2]([O-:6])([O-:5])(=[O:4])=[O:3].[NH4+:1].[NH4+:1] |f:4.5.6|. Procedure details: The sugar stream 4 is fed to a precipitation tank to precipitate 20 the calcium and magnesium. Carbon dioxide is added at a rate of 62.7 kg/hr to precipitate the calcium carbonate and magnesium carbonate salts. The precipitation 20 is carried out at ambient temperature in a tank of volume 40,000 liters. As the carbon dioxide reacts with calcium or magnesium, it produces sulfuric acid. A stream of 493 kg/hr of ammonia is added to neutralize the sulfuric acid and maintain a pH of 8.0 to 8.5. The n... The reactants are solution, B (borane), ClC1=C(C=CC=C1)C1C(=C(NC(=C1C(=O)OC)C)COCC(=O)O)C(=O)OCC (2-{[4-(2-chlorophenyl)-3-ethoxycarbonyl-5-methoxycarbonyl-6-methyl-1,4-dihydropyrid-2-yl]methoxy}acetic acid). Solvent: O1CCCC1 (tetrahydrofuran), O1CCCC1 (tetrahydrofuran). Run at time 3 day. Product: ClC1=C(C=CC=C1)C1C(=C(NC(=C1C(=O)OC)C)COCCO)C(=O)OCC (4-(2-Chlorophenyl)-3-ethoxycarbonyl-2-(2-hydroxyethoxymethyl)-5-methoxycarbonyl-6-methyl-1,4-dihydropyridine). Reaction SMILES: B.[Cl:2][C:3]1[CH:8]=[CH:7][CH:6]=[CH:5][C:4]=1[CH:9]1[C:14]([C:15]([O:17][CH3:18])=[O:16])=[C:13]([CH3:19])[NH:12][C:11]([CH2:20][O:21][CH2:22][C:23](O)=[O:24])=[C:10]1[C:26]([O:28][CH2:29][CH3:30])=[O:27]>O1CCCC1>[Cl:2][C:3]1[CH:8]=[CH:7][CH:6]=[CH:5][C:4]=1[CH:9]1[C:14]([C:15]([O:17][CH3:18])=[O:16])=[C:13]([CH3:19])[NH:12][C:11]([CH2:20][O:21][CH2:22][CH2:23][OH:24])=[C:10]1[C:26]([O:28][CH2:29][CH3:30])=[O:27]. Reported procedure: A 1M solution of borane in tetrahydrofuran (10 ml) was added dropwise over 10 minutes to a stirred, ice-cooled solution of 2-{[4-(2-chlorophenyl)-3-ethoxycarbonyl-5-methoxycarbonyl-6-methyl-1,4-dihydropyrid-2-yl]methoxy}acetic acid (2.0 g--see preparation 4 of European patent application publication No. 0100189) in tetrahydrofuran (20 ml) and the mixture was allowed to warm to room temperature. The mixture was stirred at room temperature for 3 days, quenched with water (5 ml) and evaporated. The... Reaction conditions: time 8 hour. Product: C(C=C)C1C(CCCC1)=CC(=O)O (2-(2-allylcyclohexylidene)acetic acid). Starting materials: C(C=C)C1C(CCCC1)=CC(=O)OC(C)(C)C (tert-butyl 2-(2-allylcyclohexylidene)acetate), FC(C(=O)O)(F)F (trifluoroacetic acid). Solvent: ClCCl (dichloromethane). Isolated yield 100.7%. Reaction SMILES: [CH2:1]([CH:4]1[CH2:9][CH2:8][CH2:7][CH2:6][C:5]1=[CH:10][C:11]([O:13]C(C)(C)C)=[O:12])[CH:2]=[CH2:3].FC(F)(F)C(O)=O>ClCCl>[CH2:1]([CH:4]1[CH2:9][CH2:8][CH2:7][CH2:6][C:5]1=[CH:10][C:11]([OH:13])=[O:12])[CH:2]=[CH2:3]. Reported procedure: To a solution of tert-butyl 2-(2-allylcyclohexylidene)acetate (1.00 g, 4.230 mmol) in dichloromethane (40 mL) at room temperature was added trifluoroacetic acid (0.688 mL, 8.883 mmol) and the solution was stirred at room temperature overnight. The solvent was then evaporated and excess of trifluoroacetic acid was removed by co-evaporation with toluene, giving 2-(2-allylcyclohexylidene)acetic acid (768 mg, 100%) as a colorless oil; 1H NMR (400 MHz, CDCl3) 5.59 (1H, m), 5.46 (1H, s), 4.82 (2H, m),...